Task: describe an organic reaction: reactants, conditions, products, and yield. Dataset: the Open Reaction Database (ORD), a public repository of structured organic reaction records The reactants are N1(CCC2=CC=CC=C12)C(C(C(=O)OC)O)C1=CC=C(C=C1)OC (methyl (2SR,3SR)-3-(2,3-dihydro-1H-indol-1-yl)-2-hydroxy-3-(4-methoxyphenyl)propanoate), ClC=1C(C(=C(C(C1Cl)=O)C#N)C#N)=O (2,3-dichloro-5,6-dicyano-1,4-benzoquinone). The solvent is C1(=CC=CC=C1)C (toluene), C1(=CC=CC=C1)C (toluene). Reaction conditions: time 1.5 hour. The product is OC(C(=O)OC)C(C1=CC=C(C=C1)OC)N1C=CC2=CC=CC=C12 (methyl (2SR,3SR)-2-hydroxy-3-(1H-indol-1-yl)-3-(4-methoxyphenyl)propanoate). The yield is 96.0%. RXN SMILES: [N:1]1([CH:10]([C:17]2[CH:22]=[CH:21][C:20]([O:23][CH3:24])=[CH:19][CH:18]=2)[CH:11]([OH:16])[C:12]([O:14][CH3:15])=[O:13])[C:9]2[C:4](=[CH:5][CH:6]=[CH:7][CH:8]=2)[CH2:3][CH2:2]1.ClC1C(=O)C(C#N)=C(C#N)C(=O)C=1Cl>C1(C)C=CC=CC=1>[OH:16][CH:11]([CH:10]([N:1]1[C:9]2[C:4](=[CH:5][CH:6]=[CH:7][CH:8]=2)[CH:3]=[CH:2]1)[C:17]1[CH:18]=[CH:19][C:20]([O:23][CH3:24])=[CH:21][CH:22]=1)[C:12]([O:14][CH3:15])=[O:13]. Procedure: To a solution of methyl (2SR,3SR)-3-(2,3-dihydro-1H-indol-1-yl)-2-hydroxy-3-(4-methoxyphenyl)propanoate (2.63 g, 8.0 mmol) in anhydrous toluene (50 mL) at 0° C. under nitrogen was added a solution of 2,3-dichloro-5,6-dicyano-1,4-benzoquinone (1.87 g, 8.2 mmol) in anhydrous toluene (50 mL) over 5 minutes. The reaction mixture was stirred 0° C. to room temperature for 1.5 hours then quenched by the addition of 7% w/v aqueous sodium carbonate solution (100 mL). The resulting biphasic mixture was st... The reactants are C(C(=O)O)(=O)O.NCCC(OC1=C(C#N)C=CC(=C1)Cl)C=1OC=CN1 (2-[3-Amino-1-(2-oxazolyl)propoxy]-4-chlorobenzonitrile oxalate), ClC1=C(C=C(C=C1)Cl)F (1,4-dichloro-2-fluoro-benzene), Example 56 ( c ). Product: C(C(=O)O)(=O)O.ClC1=C(OC(CCN)C=2OC=CN2)C=C(C=C1)Cl (γ-(2,5-Dichlorophenoxy)-2-oxazolepropanamine oxalate). As a reaction SMILES: [C:1]([OH:6])(=[O:5])[C:2]([OH:4])=[O:3].[NH2:7][CH2:8][CH2:9][CH:10]([C:21]1[O:22][CH:23]=[CH:24][N:25]=1)[O:11][C:12]1[CH:19]=[C:18]([Cl:20])[CH:17]=[CH:16][C:13]=1C#N.[Cl:26]C1C=CC(Cl)=CC=1F>>[C:1]([OH:6])(=[O:5])[C:2]([OH:4])=[O:3].[Cl:26][C:13]1[CH:16]=[CH:17][C:18]([Cl:20])=[CH:19][C:12]=1[O:11][CH:10]([C:21]1[O:22][CH:23]=[CH:24][N:25]=1)[CH2:9][CH2:8][NH2:7] |f:0.1,3.4|. Procedure details: The title compound was prepared from the product from Example 56 (b) and 1,4-dichloro-2-fluoro-benzene using similar procedures to Example 56 (c). Final purification was by recrystallisation (2-propanol/methanol/diethyl ether) to afford a beige solid. Starting materials: O=C([O-])[O-], CCOC(C)=O, Cc1cc(C#N)cc(C(=O)c2c(C3CC3)c(=O)[nH]c(=O)n2Cc2cc(F)nc(F)c2)c1, COc1ccc(CNc2cc(COS(C)(=O)=O)cc(F)n2)cc1, [I-], [K+], [K+], [Li+], CN(C)C=O. Yields the product COc1ccc(CNc2cc(Cn3c(C(=O)c4cc(C)cc(C#N)c4)c(C4CC4)c(=O)[nH]c3=O)cc(F)n2)cc1. Reaction SMILES: [C:32](=[O:33])([O-:34])[O-:35].[CH3:68][CH2:69][O:70][C:71](=[O:72])[CH3:73].[CH:1]1([c:4]2[c:5]([C:21](=[O:22])[c:23]3[cH:24][c:25]([C:26]#[N:27])[cH:28][c:29]([CH3:31])[cH:30]3)[n:6]([CH2:12][c:13]3[cH:14][c:15]([F:20])[n:16][c:17]([F:19])[cH:18]3)[c:7](=[O:11])[nH:8][c:9]2=[O:10])[CH2:2][CH2:3]1.[F:38][c:39]1[cH:40][c:41]([CH2:42][O:43][S:44]([CH3:45])(=[O:46])=[O:47])[cH:48][c:49]([NH:51][CH2:52][c:53]2[cH:54][cH:55][c:56]([O:59][CH3:60])[cH:57][cH:58]2)[n:50]1.[I-:61].[K+:36].[K+:37].[Li+:62].[O:63]=[CH:64][N:65]([CH3:66])[CH3:67]>>[CH:1]1([c:4]2[c:5]([C:21](=[O:22])[c:23]3[cH:24][c:25]([C:26]#[N:27])[cH:28][c:29]([CH3:31])[cH:30]3)[n:6]([CH2:12][c:13]3[cH:14][c:15]([NH:51][CH2:52][c:53]4[cH:54][cH:55][c:56]([O:59][CH3:60])[cH:57][cH:58]4)[n:16][c:17]([F:19])[cH:18]3)[c:7](=[O:11])[nH:8][c:9]2=[O:10])[CH2:2][CH2:3]1. Reactants: [BH4-], C1CCOC1, CCc1ccc(Cc2cc(C3OC(COCc4ccccc4)C(OCc4ccccc4)C(OCc4ccccc4)C3OCc3ccccc3)c(COCC=O)cc2Cl)cc1, [Na+]. Product: CCc1ccc(Cc2cc(C3OC(COCc4ccccc4)C(OCc4ccccc4)C(OCc4ccccc4)C3OCc3ccccc3)c(COCCO)cc2Cl)cc1. RXN SMILES: [BH4-:1].[CH2:63]1[O:64][CH2:65][CH2:66][CH2:67]1.[Cl:3][c:4]1[c:5]([CH2:54][c:55]2[cH:56][cH:57][c:58]([CH2:61][CH3:62])[cH:59][cH:60]2)[cH:6][c:7]([CH:15]2[O:16][CH:17]([CH2:45][O:46][CH2:47][c:48]3[cH:49][cH:50][cH:51][cH:52][cH:53]3)[CH:18]([O:37][CH2:38][c:39]3[cH:40][cH:41][cH:42][cH:43][cH:44]3)[CH:19]([O:29][CH2:30][c:31]3[cH:32][cH:33][cH:34][cH:35][cH:36]3)[CH:20]2[O:21][CH2:22][c:23]2[cH:24][cH:25][cH:26][cH:27][cH:28]2)[c:8]([CH2:9][O:10][CH2:11][CH:12]=[O:13])[cH:14]1.[Na+:2]>>[Cl:3][c:4]1[c:5]([CH2:54][c:55]2[cH:56][cH:57][c:58]([CH2:61][CH3:62])[cH:59][cH:60]2)[cH:6][c:7]([CH:15]2[O:16][CH:17]([CH2:45][O:46][CH2:47][c:48]3[cH:49][cH:50][cH:51][cH:52][cH:53]3)[CH:18]([O:37][CH2:38][c:39]3[cH:40][cH:41][cH:42][cH:43][cH:44]3)[CH:19]([O:29][CH2:30][c:31]3[cH:32][cH:33][cH:34][cH:35][cH:36]3)[CH:20]2[O:21][CH2:22][c:23]2[cH:24][cH:25][cH:26][cH:27][cH:28]2)[c:8]([CH2:9][O:10][CH2:11][CH2:12][OH:13])[cH:14]1. Starting materials: BrC1=C(C#N)C=CC=C1 (2-bromobenzonitrile), BrC1=CC=C(C=C1)OC (4-bromoanisole), C(CCC)[Li] (n-butyl lithium). Reagents/catalysts: [Cl-].[Zn+2].[Cl-] (zinc chloride), [Pd].C1(=CC=CC=C1)P(C1=CC=CC=C1)C1=CC=CC=C1.C1(=CC=CC=C1)P(C1=CC=CC=C1)C1=CC=CC=C1.C1(=CC=CC=C1)P(C1=CC=CC=C1)C1=CC=CC=C1.C1(=CC=CC=C1)P(C1=CC=CC=C1)C1=CC=CC=C1 (tetrakis (triphenylphosphine) palladium). Run in CCOCC (ether), O1CCCC1 (tetrahydrofuran), CCCCCC (hexane). Reaction conditions: time 0.5 hour. Product: C(#N)C1=C(C=CC=C1)C1=CC=C(C=C1)OC (4-(2-cyanophenyl)anisole). As a reaction SMILES: Br[C:2]1[CH:7]=[CH:6][C:5]([O:8][CH3:9])=[CH:4][CH:3]=1.C([Li])CCC.Br[C:16]1[CH:23]=[CH:22][CH:21]=[CH:20][C:17]=1[C:18]#[N:19]>O1CCCC1.CCCCCC.CCOCC.[Cl-].[Zn+2].[Cl-].[Pd].C1(P(C2C=CC=CC=2)C2C=CC=CC=2)C=CC=CC=1.C1(P(C2C=CC=CC=2)C2C=CC=CC=2)C=CC=CC=1.C1(P(C2C=CC=CC=2)C2C=CC=CC=2)C=CC=CC=1.C1(P(C2C=CC=CC=2)C2C=CC=CC=2)C=CC=CC=1>[C:18]([C:17]1[CH:20]=[CH:21][CH:22]=[CH:23][C:16]=1[C:2]1[CH:7]=[CH:6][C:5]([O:8][CH3:9])=[CH:4][CH:3]=1)#[N:19] |f:6.7.8,9.10.11.12.13|. Procedure: To a solution of 4-bromoanisole (18.7 g, 0.1 mol) in anhydrous tetrahydrofuran (200 mL) at -78° C. was added a solution of n-butyl lithium (2.5M, 50 mL) in hexane. After stirring for 0.5 hours, a solution of the zinc chloride (1M, 100 mL) in ether was added. After the mixture was stirred for 1 hour at -78° C., tetrakis (triphenylphosphine) palladium (0.85 g, 0.73 mmol) and 2-bromobenzonitrile (18.2 g, 0.1 mol) were added. The reaction mixture was stirred at room temperature overnight, and then w... Reactants: FC1=CC=C(C=C1)C1=C(N(N=N1)C)COC1=CC=C(N=N1)C(=O)O (6-[5-(4-fluoro-phenyl)-3-methyl-3H-[1,2,3]triazol-4-ylmethoxy]-pyridazine-3-carboxylic acid), NC(CO)(C)C (2-amino-2-methyl-1-propanol). The product is OCC(C)(C)NC(=O)C=1N=NC(=CC1)OCC=1N(N=NC1C1=CC=C(C=C1)F)C (6-[5-(4-Fluoro-phenyl)-3-methyl-3H-[1,2,3]triazol-4-ylmethoxy]-pyridazine-3-carboxylic acid (2-hydroxy-1,1-dimethyl-ethyl)-amide). Isolated yield 40.0%. As a reaction SMILES: [F:1][C:2]1[CH:7]=[CH:6][C:5]([C:8]2[N:12]=[N:11][N:10]([CH3:13])[C:9]=2[CH2:14][O:15][C:16]2[N:21]=[N:20][C:19]([C:22](O)=[O:23])=[CH:18][CH:17]=2)=[CH:4][CH:3]=1.[NH2:25][C:26]([CH3:30])([CH3:29])[CH2:27][OH:28]>>[OH:28][CH2:27][C:26]([NH:25][C:22]([C:19]1[N:20]=[N:21][C:16]([O:15][CH2:14][C:9]2[N:10]([CH3:13])[N:11]=[N:12][C:8]=2[C:5]2[CH:6]=[CH:7][C:2]([F:1])=[CH:3][CH:4]=2)=[CH:17][CH:18]=1)=[O:23])([CH3:30])[CH3:29]. Procedure details: As described for example 42b, 6-[5-(4-fluoro-phenyl)-3-methyl-3H-[1,2,3]triazol-4-ylmethoxy]-pyridazine-3-carboxylic acid (67 mg, 0.20 mmol) was converted, using 2-amino-2-methyl-1-propanol instead of 4-aminotetrahydropyran, to the title compound (37 mg, 40%) which was obtained as a white solid. MS: m/e=401.3 [M+H]+.